The task is: describe an organic reaction: reactants, conditions, products, and yield. This data is from the Open Reaction Database (ORD), a public repository of structured organic reaction records. The reactants are C1(=CC=CC2=CC=CC=C12)SC1=CC=CC2=CC=CC=C12 (Di(1-naphthyl)sulfide), [O-]S(=O)(=O)C(F)(F)F.C1(=CC=CC=C1)[I+]C1=CC=CC=C1 (diphenyliodonium triflate), CCOCC (ether). The reagents and catalysts are C(C1=CC=CC=C1)(=O)[O-].[Cu+2].C(C1=CC=CC=C1)(=O)[O-] (copper benzoate). The solvent is O (water). Conditions: time 24 hour. The product is [O-]S(=O)(=O)C(F)(F)F.C1(=CC=CC2=CC=CC=C12)[S+](C1=CC=CC=C1)C1=CC=CC2=CC=CC=C12 (di(1-Naphthyl)phenylsulfonium Triflate). Isolated yield 90.0%. Reaction SMILES: [C:1]1([S:11][C:12]2[C:21]3[C:16](=[CH:17][CH:18]=[CH:19][CH:20]=3)[CH:15]=[CH:14][CH:13]=2)[C:10]2[C:5](=[CH:6][CH:7]=[CH:8][CH:9]=2)[CH:4]=[CH:3][CH:2]=1.[O-:22][S:23]([C:26]([F:29])([F:28])[F:27])(=[O:25])=[O:24].[C:30]1([I+]C2C=CC=CC=2)[CH:35]=[CH:34][CH:33]=[CH:32][CH:31]=1.CCOCC>O.C([O-])(=O)C1C=CC=CC=1.[Cu+2].C([O-])(=O)C1C=CC=CC=1>[O-:25][S:23]([C:26]([F:29])([F:28])[F:27])(=[O:24])=[O:22].[C:1]1([S+:11]([C:12]2[C:21]3[C:16](=[CH:17][CH:18]=[CH:19][CH:20]=3)[CH:15]=[CH:14][CH:13]=2)[C:30]2[CH:35]=[CH:34][CH:33]=[CH:32][CH:31]=2)[C:10]2[C:5](=[CH:6][CH:7]=[CH:8][CH:9]=2)[CH:4]=[CH:3][CH:2]=1 |f:1.2,5.6.7,8.9|. Procedure details: Di(1-naphthyl)sulfide (3 g, 0.0104 mole), diphenyliodonium triflate (5.8 g, 0.0135 mole) and copper benzoate (0.08 g, 0.003 mole) are heated without solvent for 3 hours at 120-145° C. under a nitrogen atmosphere. After cooling down, 75 ml ether was added and the mixture vigorously stirred overnight to achive solidification. Filtration and washing with ether yielded a brown solid, which was dissolved in hot water, the solution filtered and the water removed in vacuo. The resulting white solid was... Reactants: [Li]CCCC, C1CCOC1, CCOC(C)=O, [Cl-], [NH4+], CN(C)C=O, O=S(=O)(c1ccccc1)n1ccc2cccnc21. Yields the product O=Cc1cc2cccnc2n1S(=O)(=O)c1ccccc1. As a reaction SMILES: [CH2:1]([Li:2])[CH2:3][CH2:4][CH3:5].[CH2:31]1[O:32][CH2:33][CH2:34][CH2:35]1.[CH3:36][CH2:37][O:38][C:39](=[O:40])[CH3:41].[Cl-:29].[NH4+:30].[O:24]=[CH:25][N:26]([CH3:27])[CH3:28].[c:6]1([S:12](=[O:13])(=[O:14])[n:15]2[cH:16][cH:17][c:18]3[c:19]2[n:20][cH:21][cH:22][cH:23]3)[cH:7][cH:8][cH:9][cH:10][cH:11]1>>[c:6]1([S:12](=[O:13])(=[O:14])[n:15]2[c:16]([CH:25]=[O:24])[cH:17][c:18]3[c:19]2[n:20][cH:21][cH:22][cH:23]3)[cH:7][cH:8][cH:9][cH:10][cH:11]1. The reactants are IC(C)C (2-Iodopropane), CCN(C(C)C)C(C)C (DIPEA), CS(=O)C (DMSO), solution, C(CCC)OC1=NC(=C2N=C(N(C2=N1)CC1CNCCC1)OC)N (2-(butyloxy)-8-(methyloxy)-9-(3-piperidinylmethyl)-9H-purin-6-amine). The solvent is CN(C)C=O (DMF). Conditions: time 18 hour. Yields the product NC1=C2NC(N(C2=NC(=N1)OCCCC)CC1CN(CCC1)C(C)C)=O (6-Amino-2-(butyloxy)-9-{[1-(1-methylethyl)-3-piperidinyl]methyl}-7,9-dihydro-8H-purin-8-one). Yield: 30.6%. RXN SMILES: I[CH:2]([CH3:4])[CH3:3].[CH2:5]([O:9][C:10]1[N:18]=[C:17]2[C:13]([N:14]=[C:15]([O:26]C)[N:16]2[CH2:19][CH:20]2[CH2:25][CH2:24][CH2:23][NH:22][CH2:21]2)=[C:12]([NH2:28])[N:11]=1)[CH2:6][CH2:7][CH3:8].CCN(C(C)C)C(C)C.CS(C)=O>CN(C=O)C>[NH2:28][C:12]1[N:11]=[C:10]([O:9][CH2:5][CH2:6][CH2:7][CH3:8])[N:18]=[C:17]2[C:13]=1[NH:14][C:15](=[O:26])[N:16]2[CH2:19][CH:20]1[CH2:25][CH2:24][CH2:23][N:22]([CH:2]([CH3:4])[CH3:3])[CH2:21]1. Reported procedure: 2-Iodopropane (0.1 mmol) was weighed into a vial and an aliquot (0.3 ml, 0.1 mmol) of a solution of 2-(butyloxy)-8-(methyloxy)-9-(3-piperidinylmethyl)-9H-purin-6-amine (802 mg, 2.398 mmol) suspended in DMF (7.2 ml) was added. DIPEA (40 μl, 0.229 mmol) was added and the tube was capped and shaken to aid dispersion then allowed to stand at room temperature (18 hours). DMSO (400 uL) was added and the mixture purified by Mass Directed AutoPrep (Method A). The solvent was evaporated in vacuo using th...